Dataset: the Open Reaction Database (ORD), a public repository of structured organic reaction records. Task: describe an organic reaction: reactants, conditions, products, and yield Reactants: CN1CCN(CC1)CCOC1=CC=2N(C=C1)C(=CN2)C(=O)[O-].[Li+] (lithium 7-(2-(4-methylpiperazin-1-yl)ethoxy)imidazo[1,2-a]pyridine-3-carboxylate), CCN(C(C)C)C(C)C (DIEA), C(C(=O)Cl)(=O)Cl (Oxalyl chloride), C(C1=CC=CC=C1)N1N=CC=2C(=CC=CC12)N (1-Benzyl-1H-indazol-4-amine). Solvent: C(Cl)Cl (CH2Cl2), CN(C)C=O (DMF). The product is C(C1=CC=CC=C1)N1N=CC2=C(C=CC=C12)NC(=O)C1=CN=C2N1C=CC(=C2)OCCN2CCN(CC2)C (N-(1-benzyl-1H-indazol-4-yl)-7-(2-(4-methylpiperazin-1-yl)ethoxy)imidazo[1,2-a]pyridine-3-carboxamide). Isolated yield 7.3%. RXN SMILES: [CH3:1][N:2]1[CH2:7][CH2:6][N:5]([CH2:8][CH2:9][O:10][C:11]2[CH:16]=[CH:15][N:14]3[C:17]([C:20]([O-:22])=O)=[CH:18][N:19]=[C:13]3[CH:12]=2)[CH2:4][CH2:3]1.[Li+].C(Cl)(=O)C(Cl)=O.[CH2:30]([N:37]1[C:45]2[CH:44]=[CH:43][CH:42]=[C:41]([NH2:46])[C:40]=2[CH:39]=[N:38]1)[C:31]1[CH:36]=[CH:35][CH:34]=[CH:33][CH:32]=1.CCN(C(C)C)C(C)C>C(Cl)Cl.CN(C=O)C>[CH2:30]([N:37]1[C:45]2[C:40](=[C:41]([NH:46][C:20]([C:17]3[N:14]4[CH:15]=[CH:16][C:11]([O:10][CH2:9][CH2:8][N:5]5[CH2:6][CH2:7][N:2]([CH3:1])[CH2:3][CH2:4]5)=[CH:12][C:13]4=[N:19][CH:18]=3)=[O:22])[CH:42]=[CH:43][CH:44]=2)[CH:39]=[N:38]1)[C:31]1[CH:32]=[CH:33][CH:34]=[CH:35][CH:36]=1 |f:0.1|. Reported procedure: To a solution of lithium 7-(2-(4-methylpiperazin-1-yl)ethoxy)imidazo[1,2-a]pyridine-3-carboxylate (0.0585 g, 0.189 mmol) in CH2Cl2 was added a drop of DMF. Oxalyl chloride (1.1 equivalents, 2M CH2Cl2) was added and the reaction stirred at ambient temperature until bubbling ceased (about 5 minutes). 1-Benzyl-1H-indazol-4-amine (0.042 g, 0.189 mmol) was added followed by DIEA (1.2 equivalents). The reaction was stirred at ambient temperature for 4 hours. The reaction was concentrated and washed wi... Reactants: ClC1=CC=C(C=C1)C=1C(=NC=C(C(=O)N[C@H]2[C@@H](CCCC2)O)C1)C#CCOC (5-(4-chloro-phenyl)-N-((1R,2R)-2-hydroxy-cyclohexyl)-6-(3-methoxy-prop-1-ynyl)-nicotinamide). The reagents and catalysts are [Pd] (Palladium on charcoal). The solvent is C(C)OC(C)=O (ethylacetate). Conditions: time 2 hour. Yields the product ClC1=CC=C(C=C1)C=1C(=NC=C(C(=O)N[C@H]2[C@@H](CCCC2)O)C1)CCCOC (5-(4-Chloro-phenyl)-N-((1R,2R)-2-hydroxy-cyclohexyl)-6-(3-methoxy-propyl)-nicotinamide). RXN SMILES: [Cl:1][C:2]1[CH:7]=[CH:6][C:5]([C:8]2[C:9]([C:24]#[C:25][CH2:26][O:27][CH3:28])=[N:10][CH:11]=[C:12]([CH:23]=2)[C:13]([NH:15][C@@H:16]2[CH2:21][CH2:20][CH2:19][CH2:18][C@H:17]2[OH:22])=[O:14])=[CH:4][CH:3]=1>[Pd].C(OC(=O)C)C>[Cl:1][C:2]1[CH:3]=[CH:4][C:5]([C:8]2[C:9]([CH2:24][CH2:25][CH2:26][O:27][CH3:28])=[N:10][CH:11]=[C:12]([CH:23]=2)[C:13]([NH:15][C@@H:16]2[CH2:21][CH2:20][CH2:19][CH2:18][C@H:17]2[OH:22])=[O:14])=[CH:6][CH:7]=1. Procedure: Palladium on charcoal (18 mg, 10%) was added to a solution of 5-(4-chloro-phenyl)-N-((1R,2R)-2-hydroxy-cyclohexyl)-6-(3-methoxy-prop-1-ynyl)-nicotinamide (100 mg, 0.25 mmol) in ethylacetate (12 mL). The mixture was hydrogenated for 2 h at room temperature and 0.4 bar positive hydrogen pressure after which the theoretical amount of hydrogen had been consumed. The catalyst was then filtered off and the solvent was evaporated to afford 5-(4-Chloro-phenyl)-N-((1R,2R)-2-hydroxy-cyclohexyl)-6-(3-metho... The reagents and catalysts are [C-]#N.[Zn+2].[C-]#N (Zinc cyanide), C=1C=CC(=CC1)[P](C=2C=CC=CC2)(C=3C=CC=CC3)[Pd]([P](C=4C=CC=CC4)(C=5C=CC=CC5)C=6C=CC=CC6)([P](C=7C=CC=CC7)(C=8C=CC=CC8)C=9C=CC=CC9)[P](C=1C=CC=CC1)(C=1C=CC=CC1)C=1C=CC=CC1 (tetrakis(triphenylphosphine)palladium(0)). As a reaction SMILES: I[C:2]1[C:11]([NH:12][CH:13]([CH2:16][CH3:17])[CH2:14][CH3:15])=[CH:10][C:5]([C:6]([O:8][CH3:9])=[O:7])=[C:4]([C:18]([F:21])([F:20])[F:19])[CH:3]=1.[CH3:22][N:23](C=O)C>[C-]#N.[Zn+2].[C-]#N.C1C=CC([P]([Pd]([P](C2C=CC=CC=2)(C2C=CC=CC=2)C2C=CC=CC=2)([P](C2C=CC=CC=2)(C2C=CC=CC=2)C2C=CC=CC=2)[P](C2C=CC=CC=2)(C2C=CC=CC=2)C2C=CC=CC=2)(C2C=CC=CC=2)C2C=CC=CC=2)=CC=1>[C:22]([C:2]1[C:11]([NH:12][CH:13]([CH2:16][CH3:17])[CH2:14][CH3:15])=[CH:10][C:5]([C:6]([O:8][CH3:9])=[O:7])=[C:4]([C:18]([F:21])([F:20])[F:19])[CH:3]=1)#[N:23] |f:2.3.4,^1:35,37,56,75|. Conditions: temperature 100 celsius, time 15 hour. The product is C(#N)C1=CC(=C(C(=O)OC)C=C1NC(CC)CC)C(F)(F)F (methyl 4-cyano-5-(pentan-3-ylamino)-2-(trifluoromethyl)benzoate). Procedure details: Methyl 4-iodo-5-(pentan-3-ylamino)-2-(trifluoromethyl)benzoate (401 mg, 0.966 mmol) was dissolved in DMF (9 mL) and the mixture was sparged with nitrogen for 15 minutes. Zinc cyanide (79 mg, 0.673 mmol) and tetrakis(triphenylphosphine)palladium(0) (100 mg, 0.086 mmol) were added and the mixture was stirred at 100° C. for 15 h. The reaction mixture was cooled to ambient temperature and was filtered through celite. The filter cake was washed with ethyl acetate and the filtrate was washed with 5% l... Reactants: IC1=CC(=C(C(=O)OC)C=C1NC(CC)CC)C(F)(F)F (Methyl 4-iodo-5-(pentan-3-ylamino)-2-(trifluoromethyl)benzoate), CN(C)C=O (DMF). Yield: 86.0%. Yields the product COc1c(C(=O)NCc2ccc(F)cc2)nn2c1c(=O)n(C)c1ccccc12. The reactants are ClCCCl, COc1c(C(=O)O)nn2c1c(=O)n(C)c1ccccc12, CCN(C(C)C)C(C)C, NCc1ccc(F)cc1, CN(C)C=O, On1nnc2ccccc21. RXN SMILES: [CH2:31]([Cl:32])[CH2:33][Cl:34].[CH3:1][O:2][c:3]1[c:4]([C:18](=[O:19])[OH:20])[n:5][n:6]2[c:7]1[c:8](=[O:17])[n:9]([CH3:16])[c:10]1[cH:11][cH:12][cH:13][cH:14][c:15]21.[CH:35]([N:36]([CH2:37][CH3:38])[CH:39]([CH3:40])[CH3:41])([CH3:42])[CH3:43].[F:44][c:45]1[cH:46][cH:47][c:48]([CH2:49][NH2:50])[cH:51][cH:52]1.[O:53]=[CH:54][N:55]([CH3:56])[CH3:57].[OH:21][n:22]1[c:23]2[c:24]([cH:25][cH:26][cH:27][cH:28]2)[n:29][n:30]1>>[CH3:1][O:2][c:3]1[c:4]([C:18](=[O:20])[NH:50][CH2:49][c:48]2[cH:47][cH:46][c:45]([F:44])[cH:52][cH:51]2)[n:5][n:6]2[c:7]1[c:8](=[O:17])[n:9]([CH3:16])[c:10]1[cH:11][cH:12][cH:13][cH:14][c:15]21. The reactants are C(=O)(N1C=NC=C1)N1C=NC=C1 (Carbonyldiimidazole), C(C1=CC=CC=C1)ON(C(CCC(=O)O)=O)CCCCCNC(=O)OC(C)(C)C (5-Benzyloxy-11-(tert-butoxycarbonyl)-4-oxo-5,11-diazaundecanoic acid), Cl.Cl.C(C1=CC=CC=C1)ONCCCCCN (N-Benzyloxy-1,5-pentanediamine dihydrochloride). Run in C(Cl)Cl (CH2Cl2), C(Cl)Cl (CH2Cl2). Run at temperature 0 celsius, time 1 hour. Product: C(C1=CC=CC=C1)ON(CCCCCNC(=O)OC(C)(C)C)C(CCC(NCCCCCNOCC1=CC=CC=C1)=O)=O (7,18-Bis(benzyloxy)-1-(tert-butoxycarbonyl)-8,11-dioxo-1,7,12, 18-tetraazaoctadecane). RXN SMILES: C(N1C=CN=C1)(N1C=CN=C1)=O.[CH2:13]([O:20][N:21]([CH2:29][CH2:30][CH2:31][CH2:32][CH2:33][NH:34][C:35]([O:37][C:38]([CH3:41])([CH3:40])[CH3:39])=[O:36])[C:22](=[O:28])[CH2:23][CH2:24][C:25]([OH:27])=O)[C:14]1[CH:19]=[CH:18][CH:17]=[CH:16][CH:15]=1.Cl.Cl.[CH2:44]([O:51][NH:52][CH2:53][CH2:54][CH2:55][CH2:56][CH2:57][NH2:58])[C:45]1[CH:50]=[CH:49][CH:48]=[CH:47][CH:46]=1>C(Cl)Cl>[CH2:13]([O:20][N:21]([C:22](=[O:28])[CH2:23][CH2:24][C:25](=[O:27])[NH:58][CH2:57][CH2:56][CH2:55][CH2:54][CH2:53][NH:52][O:51][CH2:44][C:45]1[CH:50]=[CH:49][CH:48]=[CH:47][CH:46]=1)[CH2:29][CH2:30][CH2:31][CH2:32][CH2:33][NH:34][C:35]([O:37][C:38]([CH3:41])([CH3:40])[CH3:39])=[O:36])[C:14]1[CH:15]=[CH:16][CH:17]=[CH:18][CH:19]=1 |f:2.3.4|. Reported procedure: Carbonyldiimidazole (CDI, 0.592 g, 3.65 mmol) was added to (8) (1.42 g, 3.48 mmol) in dry CH2Cl2 (90 mL) . After stirring for 1 hour, the solution was cooled to 0° C. and (6) (free amine, 0.74 g, 3.55 mmol) in CH2Cl2 (65 mL) was added by cannula over 5 minutes. After stirring for 12 hours (0° C. to room temperature), solvent was removed by rotary evaporation. Dilute brine (200 mL) was added, followed by extraction with EtOAc (4×100 mL). The organic phase was washed with 100 mL portions of cold 0... Reactants: O(C)C=1C=CC2=C(NN=N2)C1 (6-methoxyl-1H-benzotriazole), [OH-].[Na+] (sodium hydroxide), ClCCCBr (3-chlorobromopropane). The reagents and catalysts are [Br-].C(CCC)[N+](CCCC)(CCCC)CCCC (tetrabutyl ammonium bromide). Run at temperature 60 celsius, time 2 hour. The product is ClCCCN1N=NC2=C1C=C(C=C2)OC (1-(3-chloropropyl)-6-methoxyl-1H-benzotriazole). Isolated yield 34.1%. Reaction SMILES: [O:1]([C:3]1[CH:4]=[CH:5][C:6]2[N:10]=[N:9][NH:8][C:7]=2[CH:11]=1)[CH3:2].[OH-].[Na+].[Cl:14][CH2:15][CH2:16][CH2:17]Br>[Br-].C([N+](CCCC)(CCCC)CCCC)CCC>[Cl:14][CH2:15][CH2:16][CH2:17][N:8]1[C:7]2[CH:11]=[C:3]([O:1][CH3:2])[CH:4]=[CH:5][C:6]=2[N:10]=[N:9]1 |f:1.2,4.5|. Procedure details: 6-methoxyl-1H-benzotriazole (14.9 g, 0.10 mol) is dissolved into 100 ml of 30% wt. sodium hydroxide, 3-chlorobromopropane (31.4 g, 0.10 mol), tetrabutyl ammonium bromide (0.8 g) are added, and mixed for 5 min. The reaction solution is gradually heated to 60° C., stirred for reaction for 2 hours. Post treatment was performed based on common method two for synthesis. The solution was separated and purified by HPLC to produce 7.7 g of 1-(3-chloropropyl)-6-methoxyl-1H-benzotriazole, with a yield of ...